Dataset: the Open Reaction Database (ORD), a public repository of structured organic reaction records. Task: describe an organic reaction: reactants, conditions, products, and yield The reactants are C[Si](C)(C)CCN1C(=O)CN(c2ccc(C=CC3CCCCN3)cc2OCc2ccccc2)S1(=O)=O, CS(=O)(=O)Cl. Product: C[Si](C)(C)CCN1C(=O)CN(c2ccc(C=CC3CCCCN3S(C)(=O)=O)cc2OCc2ccccc2)S1(=O)=O. Reaction SMILES: [CH2:1]([c:2]1[cH:3][cH:4][cH:5][cH:6][cH:7]1)[O:8][c:9]1[c:10]([N:23]2[CH2:24][C:25](=[O:36])[N:26]([CH2:30][CH2:31][Si:32]([CH3:33])([CH3:34])[CH3:35])[S:27]2(=[O:28])=[O:29])[cH:11][cH:12][c:13]([CH:15]=[CH:16][CH:17]2[NH:18][CH2:19][CH2:20][CH2:21][CH2:22]2)[cH:14]1.[CH3:37][S:38]([Cl:39])(=[O:40])=[O:41]>>[CH2:1]([c:2]1[cH:3][cH:4][cH:5][cH:6][cH:7]1)[O:8][c:9]1[c:10]([N:23]2[CH2:24][C:25](=[O:36])[N:26]([CH2:30][CH2:31][Si:32]([CH3:33])([CH3:34])[CH3:35])[S:27]2(=[O:28])=[O:29])[cH:11][cH:12][c:13]([CH:15]=[CH:16][CH:17]2[N:18]([S:38]([CH3:37])(=[O:40])=[O:41])[CH2:19][CH2:20][CH2:21][CH2:22]2)[cH:14]1. Reactants: Cl.NO (Hydroxylamine hydrochloride), C(C)(=O)[O-].[Na+] (sodium acetate), OC=1C=C(C=CC1)C(=O)C1=CC=CC=C1 ((3-Hydroxyphenyl)(phenyl)methanone), oxime, oxime, C(C)(=O)[O-].[NH4+] (ammonium acetate). The reagents and catalysts are [Zn] (zinc). Solvent: N (ammonia), CO (methanol), C(C)O (ethanol). Yields the product NC(C=1C=C(C=CC1)O)C1=CC=CC=C1 (3-(Amino(phenyl)methyl)phenol). As a reaction SMILES: [OH:1][C:2]1[CH:3]=[C:4]([C:8]([C:10]2[CH:15]=[CH:14][CH:13]=[CH:12][CH:11]=2)=O)[CH:5]=[CH:6][CH:7]=1.Cl.[NH2:17]O.C([O-])(=O)C.[Na+].C([O-])(=O)C.[NH4+]>CO.C(O)C.N.[Zn]>[NH2:17][CH:8]([C:10]1[CH:15]=[CH:14][CH:13]=[CH:12][CH:11]=1)[C:4]1[CH:3]=[C:2]([OH:1])[CH:7]=[CH:6][CH:5]=1 |f:1.2,3.4,5.6|. Reported procedure: (3-Hydroxyphenyl)(phenyl)methanone (400 g, 2 mol) was dissolved in methanol (4 L). Hydroxylamine hydrochloride (168 g, 2.4 mol) and sodium acetate (331 g, 4 mol) were added to the resulting solution. The mixture was heated at reflux for 18 hours. After cooling to RT the solvent was evaporated at reduced pressure, then water (3 L) was added to the residue. The product was extracted with ethyl acetate (3×3 L). The combined organic extracts were washed with saturated aqueous sodium hydrogen carbona... Reactants: solution, phosphazene, ClC=1C2=C(N=CN1)OC(=C2C2=CC=C(C=C2)OC)C2=CC=CC=C2 (4-chloro-5-(4-methoxyphenyl)-6-phenylfuro[2,3-d]pyrimidine), COC(CCCCC(C)O)=O ((+/−)-6-hydroxyheptanoic acid methyl ester), C(CC(O)(C(=O)O)CC(=O)O)(=O)O (citric acid). The solvent is C1CCOC1 (THF), O (water), C1CCOC1 (THF). Conditions: time 10 minute. Yields the product COC(CCCCC(C)OC=1C2=C(N=CN1)OC(=C2C2=CC=C(C=C2)OC)C2=CC=CC=C2)=O ((+/−)-6-{[5-(4-Methoxyphenyl)-6-phenylfuro[2,3-d]pyrimidin-4-yl]oxy}heptanoic acid methyl ester). Reaction SMILES: [CH3:1][O:2][C:3](=[O:11])[CH2:4][CH2:5][CH2:6][CH2:7][CH:8]([OH:10])[CH3:9].Cl[C:13]1[C:14]2[C:21]([C:22]3[CH:27]=[CH:26][C:25]([O:28][CH3:29])=[CH:24][CH:23]=3)=[C:20]([C:30]3[CH:35]=[CH:34][CH:33]=[CH:32][CH:31]=3)[O:19][C:15]=2[N:16]=[CH:17][N:18]=1.C(O)(=O)CC(CC(O)=O)(C(O)=O)O>C1COCC1.O>[CH3:1][O:2][C:3](=[O:11])[CH2:4][CH2:5][CH2:6][CH2:7][CH:8]([O:10][C:13]1[C:14]2[C:21]([C:22]3[CH:23]=[CH:24][C:25]([O:28][CH3:29])=[CH:26][CH:27]=3)=[C:20]([C:30]3[CH:31]=[CH:32][CH:33]=[CH:34][CH:35]=3)[O:19][C:15]=2[N:16]=[CH:17][N:18]=1)[CH3:9]. Reported procedure: Put 1.902 g (11.9 mmol) (+/−)-6-hydroxyheptanoic acid methyl ester under argon in 20 ml THF and cool to 0° C. Add 6 ml (11.9 mmol) of a 2 M solution of the phosphazene base P2-tert.-butyl in THF and stir for a further 10 min at RT. Then cool to 0° C. again. Add 2.00 g (5.94 mmol) 4-chloro-5-(4-methoxyphenyl)-6-phenylfuro[2,3-d]pyrimidine and then stir for a further 1 h at RT. Dilute with water, acidify with 10% aqueous citric acid solution and extract twice with ethyl acetate. Combine the ethyl ... Starting materials: CCOC(=O)c1noc(C(CCCC2CCCCC2)CC(=O)OC(C)(C)C)n1, CCO, O=C(O)CC(O)(CC(=O)O)C(=O)O. Yields the product CC(C)(C)OC(=O)CC(CCCC1CCCCC1)c1nc(CO)no1. Reaction SMILES: [C:1]([CH3:2])([CH3:3])([CH3:4])[O:5][C:6]([CH2:7][CH:8]([CH2:9][CH2:10][CH2:11][CH:12]1[CH2:13][CH2:14][CH2:15][CH2:16][CH2:17]1)[c:18]1[n:19][c:20]([C:23](=[O:24])[O:25][CH2:26][CH3:27])[n:21][o:22]1)=[O:28].[CH3:42][CH2:43][OH:44].[OH:29][C:30]([CH2:31][C:32]([C:33](=[O:34])[OH:35])([CH2:36][C:37](=[O:38])[OH:39])[OH:40])=[O:41]>>[C:1]([CH3:2])([CH3:3])([CH3:4])[O:5][C:6]([CH2:7][CH:8]([CH2:9][CH2:10][CH2:11][CH:12]1[CH2:13][CH2:14][CH2:15][CH2:16][CH2:17]1)[c:18]1[n:19][c:20]([CH2:23][OH:24])[n:21][o:22]1)=[O:28]. Starting materials: ClC=1C=C(C=C(C1)Cl)[C@@H]1N(CC[C@@H](C1)C1=CC(NO1)=O)C(=O)OC (Cis-methyl 2-(3,5-dichlorophenyl)-4-(3-oxo-2,3-dihydroisoxazol-5-yl)piperidine-1-carboxylate), CCCCCCC.CC(C)O (heptane IPA). Run in C(C)#N (acetonitrile), C(C)#N (acetonitrile). Yields the product ClC=1C=C(C=C(C1)Cl)[C@@H]1N(CC[C@@H](C1)C1=CC(NO1)=O)C(=O)OC ((2R,4S)-methyl 2-(3,5-dichlorophenyl)-4-(3-oxo-2,3-dihydroisoxazol-5-yl)piperidine-1-carboxylate), ClC=1C=C(C=C(C1)Cl)[C@H]1N(CC[C@H](C1)C1=CC(NO1)=O)C(=O)OC ((2S,4R)-methyl 2-(3,5-dichlorophenyl)-4-(3-oxo-2,3-dihydroisoxazol-5-yl)piperidine-1-carboxylate). Isolated yield 50.0%. RXN SMILES: [Cl:1][C:2]1[CH:3]=[C:4]([C@H:9]2[CH2:14][C@@H:13]([C:15]3[O:19][NH:18][C:17](=[O:20])[CH:16]=3)[CH2:12][CH2:11][N:10]2[C:21]([O:23][CH3:24])=[O:22])[CH:5]=[C:6]([Cl:8])[CH:7]=1.CCCCCCC.CC(O)C>C(#N)C>[Cl:1][C:2]1[CH:3]=[C:4]([C@H:9]2[CH2:14][C@@H:13]([C:15]3[O:19][NH:18][C:17](=[O:20])[CH:16]=3)[CH2:12][CH2:11][N:10]2[C:21]([O:23][CH3:24])=[O:22])[CH:5]=[C:6]([Cl:8])[CH:7]=1.[Cl:1][C:2]1[CH:3]=[C:4]([C@@H:9]2[CH2:14][C@H:13]([C:15]3[O:19][NH:18][C:17](=[O:20])[CH:16]=3)[CH2:12][CH2:11][N:10]2[C:21]([O:23][CH3:24])=[O:22])[CH:5]=[C:6]([Cl:8])[CH:7]=1 |f:1.2|. Reported procedure: Cis-methyl 2-(3,5-dichlorophenyl)-4-(3-oxo-2,3-dihydroisoxazol-5-yl)piperidine-1-carboxylate (2.000 g, 5.4 mmol) was subjected to chiral preparative HPLC (Column: CelluCoat (250×50 mm), 10 μm particle size, mobile phase: Heptane/EtOH 70/30, flow rate 120 mL/min) to yield (2R,4S)-methyl 2-(3,5-dichlorophenyl)-4-(3-oxo-2,3-dihydroisoxazol-5-yl)piperidine-1-carboxylate (1.05 g, 50%), Chiral purity 99.6% ee, Optical rotation [α]D20=+67.1 (acetonitrile, c=1.0), and (2S,4R)-methyl 2-(3,5-dichloropheny...